This data is from the Open Reaction Database (ORD), a public repository of structured organic reaction records. The task is: describe an organic reaction: reactants, conditions, products, and yield Reactants: [NH4+].[Cl-] (NH4Cl), C(C1=CC=CC=C1)OCCC1CCC(CC1)[C@@H]1N(CCC1)C1=NC2=CC(=C(C=C2C=C1CCl)F)F (2-((R)-2-{4-[2-(benzyloxy)ethyl]cyclohexyl}pyrrolidin-1-yl)-3-(chloromethyl)-6,7-difluoroquinoline), FC(C=1C=C(CNC=2N=NN(N2)C)C=C(C1)C(F)(F)F)(F)F (N-[3,5-bis(trifluoromethyl)benzyl]-N-(2-methyl-2H-tetrazol-5-yl)amine), CC(C)([O-])C.[K+] (potassium tert-butoxide). The solvent is CN(C)C=O (DMF). Conditions: time 1 hour. Yields the product C(C1=CC=CC=C1)OCC[C@@H]1CC[C@H](CC1)[C@@H]1N(CCC1)C1=NC2=CC(=C(C=C2C=C1CN(CC1=CC(=CC(=C1)C(F)(F)F)C(F)(F)F)C=1N=NN(N1)C)F)F (trans-N-[2-((R)-2-{4-[2-(benzyloxy)ethyl]cyclohexyl}pyrrolidin-1-yl)-6,7-difluoroquinolin-3-ylmethyl]-N-[3,5-bis(trifluoromethyl)benzyl](2-methyl-2H-tetrazol-5-yl)amine). RXN SMILES: [CH2:1]([O:8][CH2:9][CH2:10][CH:11]1[CH2:16][CH2:15][CH:14]([C@H:17]2[CH2:21][CH2:20][CH2:19][N:18]2[C:22]2[C:31]([CH2:32]Cl)=[CH:30][C:29]3[C:24](=[CH:25][C:26]([F:35])=[C:27]([F:34])[CH:28]=3)[N:23]=2)[CH2:13][CH2:12]1)[C:2]1[CH:7]=[CH:6][CH:5]=[CH:4][CH:3]=1.[F:36][C:37]([F:57])([F:56])[C:38]1[CH:39]=[C:40]([CH:49]=[C:50]([C:52]([F:55])([F:54])[F:53])[CH:51]=1)[CH2:41][NH:42][C:43]1[N:44]=[N:45][N:46]([CH3:48])[N:47]=1.CC(C)([O-])C.[K+].[NH4+].[Cl-]>CN(C=O)C>[CH2:1]([O:8][CH2:9][CH2:10][C@H:11]1[CH2:16][CH2:15][C@H:14]([C@H:17]2[CH2:21][CH2:20][CH2:19][N:18]2[C:22]2[C:31]([CH2:32][N:42]([C:43]3[N:44]=[N:45][N:46]([CH3:48])[N:47]=3)[CH2:41][C:40]3[CH:39]=[C:38]([C:37]([F:36])([F:56])[F:57])[CH:51]=[C:50]([C:52]([F:53])([F:54])[F:55])[CH:49]=3)=[CH:30][C:29]3[C:24](=[CH:25][C:26]([F:35])=[C:27]([F:34])[CH:28]=3)[N:23]=2)[CH2:13][CH2:12]1)[C:2]1[CH:7]=[CH:6][CH:5]=[CH:4][CH:3]=1 |f:2.3,4.5|. Procedure details: Methaneslufonyl chloride (5.5 mL, 71 mmol) is added dropwise to a mixture of [2-((R)-2-{4-[2-(benzyloxy)ethyl]cyclohexyl}pyrrolidin-1-yl)-6,7-difluoroquinolin-3-yl]methanol (13.7 g, 28.5 mmol) and N,N-diisopropylethylamine (DIPEA, 12.4 mL, 71 mmol) in toluene (150 mL) at 5° C., and the reaction mixture is stirred at ambient temperature for 2 hours. To the mixture, water and ethyl acetate are added and the organic layer is washed with sat. NaHCO3 aq, brine, dried over magnesium sulfate, filtered ...